Dataset: the Open Reaction Database (ORD), a public repository of structured organic reaction records. Task: describe an organic reaction: reactants, conditions, products, and yield The reactants are BrC1=CC=C(OC(C(=O)O)(C)C)C=C1 (2-(4-bromophenoxy)-2-methylpropanoic acid), C1CCOC1 (THF). Product: BrC1=CC=C(OC(CO)(C)C)C=C1 (2-(4-Bromophenoxy)-2-methylpropan-1-ol). Isolated yield 84.8%. Reaction SMILES: [Br:1][C:2]1[CH:14]=[CH:13][C:5]([O:6][C:7]([CH3:12])([CH3:11])[C:8](O)=[O:9])=[CH:4][CH:3]=1.C1COCC1>>[Br:1][C:2]1[CH:14]=[CH:13][C:5]([O:6][C:7]([CH3:11])([CH3:12])[CH2:8][OH:9])=[CH:4][CH:3]=1. Procedure: The sub-title compound was prepared by reduction of 2-(4-bromophenoxy)-2-methylpropanoic acid (2 g, 7.7 mmol) with BH3×THF (1M, 27.0 mmol, 27.0 mL) in accordance with the procedure described in Example 29(b). Distillation under reduced pressure gave the sub-title compound (1.60 g, 85%). Starting materials: NC=1N=C(C2=C(N1)N=CC(=C2C)CNC2=CC(=C(C(=C2)OC)OC)OC)N (2,4-diamino-5-methyl-6[[(3,4,5-trimethoxyphenyl)amino]methyl]pyrido[2,3-d]pyrimidine), 2-amino-3,5-dicarbonitrile-4-methylpyridine, Cl.NC(=N)N (guanidine hydrochloride), Na. Solvent: C(C)O (ethyl alcohol). Reaction conditions: temperature 25 celsius, time 30 minute. Yields the product NC=1N=C(C2=C(N1)N=CC(=C2C)C#N)N (2,4-diamino-5-methylpyrido[2,3-d]pyrimidine-6-carbonitrile). Isolated yield 65.0%. As a reaction SMILES: [NH2:1][C:2]1[N:3]=[C:4]([NH2:27])[C:5]2[C:11]([CH3:12])=[C:10]([CH2:13][NH:14]C3C=C(OC)C(OC)=C(OC)C=3)[CH:9]=[N:8][C:6]=2[N:7]=1.Cl.NC(N)=N>C(O)C>[NH2:1][C:2]1[N:3]=[C:4]([NH2:27])[C:5]2[C:11]([CH3:12])=[C:10]([C:13]#[N:14])[CH:9]=[N:8][C:6]=2[N:7]=1 |f:1.2|. Procedure details: Compound I was made in the following manner. Dried and pulverized guanidine hydrochloride (30.9 g; 0.323 mol.) was added to a solution prepared by dissolving Na metal (7.44 g; 0,323 mol.) in absolute ethyl alcohol (1.5 liter). This mixture was stirred rapidly at about 25° C. for about 30 minutes, and then 2-amino-3,5-dicarbonitrile-4-methylpyridine (24.7 g; 0.56 mol.) was added. The resulting mixture was refluxed with stirring for about seven days. The ethyl alcohol insoluble product (2,4-diamin... Reactants: Cl (HCl), N1(CCOCC1)C=1C=2N(C(=CN1)C=1C=CC(=NC1)C(=O)OC)C=C(N2)COC2=NC1=CC=CC=C1C=C2 (Methyl 5-[8-(morpholin-4-yl)-2-[(quinolin-2-yloxy)methyl]imidazo[1,2-a]pyrazin-5-yl]pyridine-2-carboxylate), [Li+].[OH-] (LiOH). Run in O (H2O), C1CCOC1 (THF), O (H2O). Conditions: time 8 hour. Yields the product N1(CCOCC1)C=1C=2N(C(=CN1)C=1C=CC(=NC1)C(=O)O)C=C(N2)COC2=NC1=CC=CC=C1C=C2 (5-[8-(Morpholin-4-yl)-2-[(quinolin-2-yloxy)methyl]imidazo[1,2-a]pyrazin-5-yl]pyridine-2-carboxylic acid). Yield: 75.6%. Reaction SMILES: [N:1]1([C:7]2[C:8]3[N:9]([CH:23]=[C:24]([CH2:26][O:27][C:28]4[CH:37]=[CH:36][C:35]5[C:30](=[CH:31][CH:32]=[CH:33][CH:34]=5)[N:29]=4)[N:25]=3)[C:10]([C:13]3[CH:14]=[CH:15][C:16]([C:19]([O:21]C)=[O:20])=[N:17][CH:18]=3)=[CH:11][N:12]=2)[CH2:6][CH2:5][O:4][CH2:3][CH2:2]1.[Li+].[OH-].Cl>C1COCC1.O>[N:1]1([C:7]2[C:8]3[N:9]([CH:23]=[C:24]([CH2:26][O:27][C:28]4[CH:37]=[CH:36][C:35]5[C:30](=[CH:31][CH:32]=[CH:33][CH:34]=5)[N:29]=4)[N:25]=3)[C:10]([C:13]3[CH:14]=[CH:15][C:16]([C:19]([OH:21])=[O:20])=[N:17][CH:18]=3)=[CH:11][N:12]=2)[CH2:2][CH2:3][O:4][CH2:5][CH2:6]1 |f:1.2|. Procedure details: To a solution of compound 15b (500 mg, 0.960 mmol) in THF (20 mL) was added a solution of LiOH (100 mg, 4.18 mmol) in H2O (5 mL). The resulting solution was stirred at rt overnight, and then diluted with H2O (20 mL). The pH of the solution was adjusted to 3 with 2 N HCl solution. The resulting solids were collected by filtration and washed with Et2O to obtain compound 15c as a yellow solid (350 mg, 72% yield). Mass Spectrum (LCMS, ESI pos.): Calcd. for C28H23N9O2: 482.2 (M+H). Found 482.0. Reactants: BrB(Br)Br, CCOC(=O)C(O)(CC(C)(C)c1cc(F)ccc1OC)C(F)(F)F, ClC(Cl)Cl, ClCCl, [Na+], O=C([O-])O. The product is CCOC(=O)C(O)(CC(C)(C)c1cc(F)ccc1O)C(F)(F)F. Reaction SMILES: [B:29]([Br:30])([Br:31])[Br:32].[CH2:1]([CH3:2])[O:3][C:4]([C:5]([CH2:6][C:7]([CH3:8])([CH3:9])[c:10]1[c:11]([O:17][CH3:18])[cH:12][cH:13][c:14]([F:16])[cH:15]1)([C:19]([F:20])([F:21])[F:22])[OH:23])=[O:24].[CH:25]([Cl:26])([Cl:27])[Cl:28].[Cl:38][CH2:39][Cl:40].[Na+:37].[O-:33][C:34]([OH:35])=[O:36]>>[CH2:1]([CH3:2])[O:3][C:4]([C:5]([CH2:6][C:7]([CH3:8])([CH3:9])[c:10]1[c:11]([OH:17])[cH:12][cH:13][c:14]([F:16])[cH:15]1)([C:19]([F:20])([F:21])[F:22])[OH:23])=[O:24]. Starting materials: [I-].C[N+]1=C(C=CC=C1)Cl (1-methyl-2-chloropyridinium iodide), C(C)OC1=CC(=NC=C1)C=1C=C(N)C=CC1 (3-(4-ethoxypyridin-2-yl)aniline), C(C)(C)(C)OC(=O)NC(=S)NC(=O)OC(C)(C)C (N,N′-bis(tert-butoxycarbonyl)thiourea), C(C)(C)N(CC)C(C)C (diisopropylethyl-amine). Solvent: ClCCl (dichloromethane), C(C)(=O)OCC (ethyl acetate). Run at time 2 hour. Product: C(C)(C)(C)OC(=O)NC(=NC1=CC(=CC=C1)C1=NC=CC(=C1)OCC)NC(=O)OC(C)(C)C (N,N′-bis(tert-butoxycarbonyl) -N″-(3-(4-ethoxypyridin-2-yl)phenyl)guanidine). Yield: 70.8%. Reaction SMILES: [CH2:1]([O:3][C:4]1[CH:9]=[CH:8][N:7]=[C:6]([C:10]2[CH:11]=[C:12]([CH:14]=[CH:15][CH:16]=2)[NH2:13])[CH:5]=1)[CH3:2].[C:17]([O:21][C:22]([NH:24][C:25]([NH:27][C:28]([O:30][C:31]([CH3:34])([CH3:33])[CH3:32])=[O:29])=S)=[O:23])([CH3:20])([CH3:19])[CH3:18].C(N(C(C)C)CC)(C)C.[I-].C[N+]1C=CC=CC=1Cl>ClCCl.C(OCC)(=O)C>[C:31]([O:30][C:28]([NH:27][C:25]([NH:24][C:22]([O:21][C:17]([CH3:20])([CH3:19])[CH3:18])=[O:23])=[N:13][C:12]1[CH:14]=[CH:15][CH:16]=[C:10]([C:6]2[CH:5]=[C:4]([O:3][CH2:1][CH3:2])[CH:9]=[CH:8][N:7]=2)[CH:11]=1)=[O:29])([CH3:34])([CH3:33])[CH3:32] |f:3.4|. Procedure details: To a suspension of 3-(4-ethoxypyridin-2-yl)aniline (258 mg), N,N′-bis(tert-butoxycarbonyl)thiourea (399 mg) and diisopropylethyl-amine (0.482 ml) in dichloromethane (12 ml) was added 1-methyl-2-chloropyridinium iodide (400 mg), and the mixture was stirred for 2 hours. The mixture was diluted with ethyl acetate, washed with water and brine, dried over magnesium sulfate and evaporated under reduced pressure. The residue was purified by column chromatography (silica gel 25 g, n-hexane:ethyl acetate... Reactants: ClCC1=C2C(=CC(NC2=CC=C1C1=C(C=C(C=C1)OCOC)OC)(C)C)C (5-chloromethyl-6-(2-methoxy-4-methoxymethoxyphenyl)-2,2,4-trimethyl-1,2-dihydroquinoline), COC1=C(N)C=CC=C1 (2-methoxyaniline), C([O-])([O-])=O.[K+].[K+] (potassium carbonate), C(C)(=O)OCC (ethyl acetate). The solvent is O (water), CN(C=O)C (N,N-dimethylformamide). Reaction conditions: temperature 80 celsius, time 8 hour. Yields the product COC1=C(C=CC(=C1)OCOC)C=1C(=C2C(=CC(NC2=CC1)(C)C)C)CNC1=C(C=CC=C1)OC (6-(2-Methoxy-4-methoxymethoxyphenyl)-5-(2-methoxyphen ylaminomethyl)-2,2,4-trimethyl-1,2-dihydroquinoline). The yield is 61.2%. As a reaction SMILES: Cl[CH2:2][C:3]1[C:12]([C:13]2[CH:18]=[CH:17][C:16]([O:19][CH2:20][O:21][CH3:22])=[CH:15][C:14]=2[O:23][CH3:24])=[CH:11][CH:10]=[C:9]2[C:4]=1[C:5]([CH3:27])=[CH:6][C:7]([CH3:26])([CH3:25])[NH:8]2.[CH3:28][O:29][C:30]1[CH:36]=[CH:35][CH:34]=[CH:33][C:31]=1[NH2:32].C(=O)([O-])[O-].[K+].[K+].C(OCC)(=O)C>CN(C)C=O.O>[CH3:24][O:23][C:14]1[CH:15]=[C:16]([O:19][CH2:20][O:21][CH3:22])[CH:17]=[CH:18][C:13]=1[C:12]1[C:3]([CH2:2][NH:32][C:31]2[CH:33]=[CH:34][CH:35]=[CH:36][C:30]=2[O:29][CH3:28])=[C:4]2[C:9](=[CH:10][CH:11]=1)[NH:8][C:7]([CH3:25])([CH3:26])[CH:6]=[C:5]2[CH3:27] |f:2.3.4|. Procedure details: A mixture of 5-chloromethyl-6-(2-methoxy-4-methoxymethoxyphenyl)-2,2,4-trimethyl-1,2-dihydroquinoline (Reference Compound No. 2, 262 mg, 0.675 mmol), 2-methoxyaniline (84 μL, 0.74 mmol) and potassium carbonate (151 mg, 1.09 mmol) was suspended in anhydrous N,N-dimethylformamide (4 mL) and the suspension was stirred at 80° C. overnight. After cooling down, ethyl acetate (20 mL) and water (20 mL) were added to the reaction mixture and separated. The organic layer was washed with saturated brine (2... The reactants are CC(Br)C(=O)Cl, CCOC(=O)Nc1ccc2c(c1)Nc1ccccc1CC2, Cc1ccccc1, Cl. The product is CCOC(=O)Nc1ccc2c(c1)N(C(=O)C(C)Br)c1ccccc1CC2. As a reaction SMILES: [Br:22][CH:23]([C:24](=[O:25])[Cl:26])[CH3:27].[C:1](=[O:2])([O:3][CH2:4][CH3:5])[NH:6][c:7]1[cH:8][cH:9][c:10]2[c:11]([cH:21]1)[NH:12][c:13]1[c:14]([cH:17][cH:18][cH:19][cH:20]1)[CH2:15][CH2:16]2.[CH3:29][c:30]1[cH:31][cH:32][cH:33][cH:34][cH:35]1.[ClH:28]>>[C:1](=[O:2])([O:3][CH2:4][CH3:5])[NH:6][c:7]1[cH:8][cH:9][c:10]2[c:11]([cH:21]1)[N:12]([C:24]([CH:23]([Br:22])[CH3:27])=[O:25])[c:13]1[c:14]([cH:17][cH:18][cH:19][cH:20]1)[CH2:15][CH2:16]2. Reactants: 77, BrCC(CCl)C (1-bromo-3-chloro-2-methylpropane), FC1=CC=C(C=C1)O (4-fluorophenol), [O-]CC.[Na+] (sodium ethoxide), [Na] (sodium). Run in C(C)O (ethanol), C(C)O (ethanol). Run at time 15 minute. Yields the product 11.6, ClCC(COC1=CC=C(C=C1)F)C (1-(3-chloro-2-methylpropoxy)-4-fluorobenzene). RXN SMILES: [O-]CC.[Na+].[Na].[F:6][C:7]1[CH:12]=[CH:11][C:10]([OH:13])=[CH:9][CH:8]=1.Br[CH2:15][CH:16]([CH3:19])[CH2:17][Cl:18]>C(O)C>[Cl:18][CH2:17][CH:16]([CH3:19])[CH2:15][O:13][C:10]1[CH:11]=[CH:12][C:7]([F:6])=[CH:8][CH:9]=1 |f:0.1,^1:4|. Procedure: To a stirred sodium ethoxide solution, prepared starting from 3.5 parts of sodium in 24 parts of ethanol, were added 16.8 parts of 4-fluorophenol. After stirring for 15 minutes, there was added dropwise a solution of 77 parts of 1-bromo-3-chloro-2-methylpropane in 72 parts of ethanol at room temperature. Upon completion, stirring was continued for 20 hours at reflux temperature. The reaction mixture was filtered and the filtrate was evaporated. The residue was taken up in 2,2'-oxybispropane. The... Starting materials: CSCC=1OC=CC1 (2-methylthiomethyl furan), C([O-])([O-])=O.[Na+].[Na+] (sodium carbonate), C(Cl)Cl (methylene chloride), BrBr (bromine). The solvent is CO (methanol), CO (methanol). Run at temperature -20 celsius, time 4 hour. Product: CSCC1(OC(C=C1)OC)OC (2-methylthiomethyl-2,5-dimethoxy-2,5-dihydro furan). Yield: 57.0%. RXN SMILES: [CH3:1][S:2][CH2:3][C:4]1[O:5][CH:6]=[CH:7][CH:8]=1.[C:9](=[O:12])([O-:11])[O-].[Na+].[Na+].[CH2:15](Cl)Cl.BrBr>CO>[CH3:1][S:2][CH2:3][C:4]1([O:5][CH3:6])[CH:8]=[CH:7][CH:9]([O:12][CH3:15])[O:11]1 |f:1.2.3|. Procedure details: A mixture of 2-methylthiomethyl furan (23.3 g, 0.182 mole), anhydrous sodium carbonate (32.16 g, 0.303 mole), methylene chloride (40 mL) and absolute methanol (40 mL) was cooled to -20° C. under nitrogen atmosphere. A solution of bromine (24.32 g, 0.152 mole) in 60 mL absolute methanol was added over a period of one hour. The reaction mixture was stirred for another 4 hours and filtered by suction. The filtrate was stirred with anhydrous potassium carbonate (10 g--1 hour) and filtered. The solve...